This data is from the Open Reaction Database (ORD), a public repository of structured organic reaction records. The task is: describe an organic reaction: reactants, conditions, products, and yield Starting materials: [F-].C(CCC)[N+](CCCC)(CCCC)CCCC (tetra-n-butylammonium fluoride), CS(=O)(=O)C=1C=C2C(=CC1)N(CC21CN(CC1)C(=O)OC(C)(C)C)C(=O)OCC[Si](C)(C)C (1-(2-(Trimethylsilyl)ethyl) 1′-tert-butyl 5-(methylsulfonyl)spiro[indoline-3,3′-pyrrolidine]-1,1′-dicarboxylate), O (water). Run in O1CCCC1 (tetrahydrofuran). Conditions: time 1 hour. Yields the product CS(=O)(=O)C=1C=C2C(=CC1)NCC21CN(CC1)C(=O)OC(C)(C)C (tert-butyl 5-(methylsulfonyl)spiro[indoline-3,3′-pyrrolidine]-1′-carboxylate). The yield is 107.2%. RXN SMILES: [CH3:1][S:2]([C:5]1[CH:6]=[C:7]2[C:13]3([CH2:17][CH2:16][N:15]([C:18]([O:20][C:21]([CH3:24])([CH3:23])[CH3:22])=[O:19])[CH2:14]3)[CH2:12][N:11](C(OCC[Si](C)(C)C)=O)[C:8]2=[CH:9][CH:10]=1)(=[O:4])=[O:3].[F-].C([N+](CCCC)(CCCC)CCCC)CCC.O>O1CCCC1>[CH3:1][S:2]([C:5]1[CH:6]=[C:7]2[C:13]3([CH2:17][CH2:16][N:15]([C:18]([O:20][C:21]([CH3:24])([CH3:23])[CH3:22])=[O:19])[CH2:14]3)[CH2:12][NH:11][C:8]2=[CH:9][CH:10]=1)(=[O:3])=[O:4] |f:1.2|. Procedure: 1-(2-(Trimethylsilyl)ethyl) 1′-tert-butyl 5-(methylsulfonyl)spiro[indoline-3,3′-pyrrolidine]-1,1′-dicarboxylate (133 mg, 0.27 mmol) was dissolved in tetrahydrofuran (3 mL). Thereafter, tetra-n-butylammonium fluoride (1 M tetrahydrofuran solution, 0.5 mL) was added to the above obtained solution at room temperature, and the thus obtained mixture was then stirred for 1 hour. Thereafter, water was added to the reaction solution, and the mixed solution was then extracted with ethyl acetate. The orga...